This data is from the Open Reaction Database (ORD), a public repository of structured organic reaction records. The task is: describe an organic reaction: reactants, conditions, products, and yield Reactants: CC1C(CCCC1)=O (2-methylcyclohexanone), C(C)(C)[N-]C(C)C.[Li+] (lithium diisopropylamide), C[Si](C)(C)Cl (trimethylsilyl chloride). Run in O1CCCC1 (tetrahydrofuran), O1CCCC1 (tetrahydrofuran), O1CCCC1 (tetrahydrofuran). Reaction conditions: temperature -78 celsius, time 1 hour. Product: C[Si](OC1=CCCCC1C)(C)C (trimethyl[(6-methylcyclohex-1-en-1-yl)oxy]silane). Yield: 80.3%. Reaction SMILES: [CH3:1][CH:2]1[CH2:7][CH2:6][CH2:5][CH2:4][C:3]1=[O:8].C([N-]C(C)C)(C)C.[Li+].[CH3:17][Si:18](Cl)([CH3:20])[CH3:19]>O1CCCC1>[CH3:17][Si:18]([CH3:20])([CH3:19])[O:8][C:3]1[CH:2]([CH3:1])[CH2:7][CH2:6][CH2:5][CH:4]=1 |f:1.2|. Reported procedure: Under nitrogen atmosphere, a solution of 2-methylcyclohexanone (0.5 g, 4.46 mmol) in anhydrous tetrahydrofuran (1 mL) was added dropwise to a solution of lithium diisopropylamide 2.0M in tetrahydrofuran (2.45 mL, 4.90 mmol) in anhydrous tetrahydrofuran (10 mL), previously cooled at −78° C. After stirring for 30 minutes at the same temperature, trimethylsilyl chloride (0.96 mL, 7.58 mmol) was added and the reaction mixture was stirred at room temperature for 1 hour before being quenched with a sa... Starting materials: OCc1cc(OCc2ccccc2)ccn1, ClCCl, [Na+], [Na+], O=C([O-])[O-], O=S(Cl)Cl. Product: ClCc1cc(OCc2ccccc2)ccn1. RXN SMILES: [CH2:5]([c:6]1[cH:7][cH:8][cH:9][cH:10][cH:11]1)[O:12][c:13]1[cH:14][c:15]([CH2:19][OH:20])[n:16][cH:17][cH:18]1.[Cl:27][CH2:28][Cl:29].[Na+:21].[Na+:22].[O-:23][C:24](=[O:25])[O-:26].[S:1]([Cl:2])([Cl:3])=[O:4]>>[Cl:3][CH2:19][c:15]1[cH:14][c:13]([O:12][CH2:5][c:6]2[cH:7][cH:8][cH:9][cH:10][cH:11]2)[cH:18][cH:17][n:16]1.